From a dataset of the Open Reaction Database (ORD), a public repository of structured organic reaction records. describe an organic reaction: reactants, conditions, products, and yield Reactants: C(C)OC(=O)C=1C=C(C=C(C1)C1=CC=C(C=C1)C)C(=O)O (5-(ethoxycarbonyl)-4′-methylbiphenyl-3-carboxylic acid), Cl.CN(CCCN=C=NCC)C (N-(3-dimethylaminopropyl)-N′-ethylcarbodiimide hydrochloride), O.ON1N=NC2=C1C=CC=C2 (1-hydroxybenzotriazole hydrate), CC1=NC=C(C=N1)CN ((2-methylpyrimidin-5-yl)methanamine), C(C)(C)N(C(C)C)CC (N,N-diisopropylethylamine). Run in C(Cl)Cl (CH2Cl2), C(=O)(O)[O-].[Na+] (NaHCO3), CCOC(=O)C (EtOAc). Run at time 8 hour. The product is CC1=CC=C(C=C1)C1=CC(=CC(=C1)C(NCC=1C=NC(=NC1)C)=O)C(=O)OCC (Ethyl 4′-methyl-5-((2-methylpyrimidin-5-yl)methylcarbamoyl)biphenyl-3-carboxylate). As a reaction SMILES: [CH2:1]([O:3][C:4]([C:6]1[CH:7]=[C:8]([C:19](O)=[O:20])[CH:9]=[C:10]([C:12]2[CH:17]=[CH:16][C:15]([CH3:18])=[CH:14][CH:13]=2)[CH:11]=1)=[O:5])[CH3:2].Cl.CN(C)CCCN=C=NCC.O.ON1C2C=CC=CC=2N=N1.[CH3:45][C:46]1[N:51]=[CH:50][C:49]([CH2:52][NH2:53])=[CH:48][N:47]=1.C(N(CC)C(C)C)(C)C>C([O-])(O)=O.[Na+].CCOC(C)=O.C(Cl)Cl>[CH3:18][C:15]1[CH:16]=[CH:17][C:12]([C:10]2[CH:9]=[C:8]([C:19](=[O:20])[NH:53][CH2:52][C:49]3[CH:48]=[N:47][C:46]([CH3:45])=[N:51][CH:50]=3)[CH:7]=[C:6]([C:4]([O:3][CH2:1][CH3:2])=[O:5])[CH:11]=2)=[CH:13][CH:14]=1 |f:1.2,3.4,7.8|. Procedure details: To a mixture of crude 5-(ethoxycarbonyl)-4′-methylbiphenyl-3-carboxylic acid (450 mg, 1.6 mmol), N-(3-dimethylaminopropyl)-N′-ethylcarbodiimide hydrochloride (610 mg, 3.2 mmol), 1-hydroxybenzotriazole hydrate (240 mg, 1.6 mmol), CH2Cl2 (5 mL) were added (2-methylpyrimidin-5-yl)methanamine (290 mg, 2.4 mmol) and N,N-diisopropylethylamine (0.41 mL, 2.4 mmol). The reaction mixture was stirred at room temperature overnight, and then diluted with aq. NaHCO3 solution and EtOAc (100 mL). The organic la...